Dataset: the Open Reaction Database (ORD), a public repository of structured organic reaction records. Task: describe an organic reaction: reactants, conditions, products, and yield Reactants: C(=O)(N1C=NC=C1)N1C=NC=C1 (1,1′-Carbonyldiimidazole), NC1=C(C(=O)O)C=CC=C1F (2-amino-3-fluorobenzoic acid), solution, CN (methylamine). The solvent is C1CCOC1 (THF), C1CCOC1 (THF). Reaction conditions: time 18 hour. The product is NC1=C(C(=O)NC)C=CC=C1F (2-amino-3-fluoro-N-methylbenzamide). Isolated yield 80.2%. RXN SMILES: [C:1](N1C=CN=C1)([N:3]1C=CN=C1)=O.[NH2:13][C:14]1[C:22]([F:23])=[CH:21][CH:20]=[CH:19][C:15]=1[C:16](O)=[O:17].CN>C1COCC1>[NH2:13][C:14]1[C:22]([F:23])=[CH:21][CH:20]=[CH:19][C:15]=1[C:16]([NH:3][CH3:1])=[O:17]. Procedure: 1,1′-Carbonyldiimidazole (1.946 g, 12.00 mmol) was added in one portion to 2-amino-3-fluorobenzoic acid (1.551 g, 10 mmol) in THF (25 mL) at room temperature and the resulting suspension stirred for 18 hours. A 2N solution of methylamine in THF (7.50 mL, 15.00 mmol) was added and the resulting solution stirred at room temperature for 1 hour. The mixture was evaporated and the residue dissolved in EtOAc (100 mL). The solution was washed sequentially with water (2×50 mL) and a saturated solution o... Starting materials: ClC1=CC(=C2C(=N1)CCC2)Cl (2,4-dichloro-6,7-dihydro-5H-cyclopenta[b]pyridine), ClC=1C=C(C=CC1F)B(O)O ((3-chloro-4-fluorophenyl)boronic acid). Run in C1(=CC=CC=C1)C.C(C)O.O (toluene ethanol water). Product: ClC1=C2C(=NC(=C1)C1=CC(=C(C=C1)F)Cl)CCC2 (4-chloro-2-(3-chloro-4-fluorophenyl)-6,7-dihydro-5H-cyclopenta[b]pyridine). Yield: 64.0%. RXN SMILES: Cl[C:2]1[N:7]=[C:6]2[CH2:8][CH2:9][CH2:10][C:5]2=[C:4]([Cl:11])[CH:3]=1.[Cl:12][C:13]1[CH:14]=[C:15](B(O)O)[CH:16]=[CH:17][C:18]=1[F:19]>C1(C)C=CC=CC=1.C(O)C.O>[Cl:11][C:4]1[CH:3]=[C:2]([C:15]2[CH:16]=[CH:17][C:18]([F:19])=[C:13]([Cl:12])[CH:14]=2)[N:7]=[C:6]2[CH2:8][CH2:9][CH2:10][C:5]=12 |f:2.3.4|. Reported procedure: Following General Procedure F, 2,4-dichloro-6,7-dihydro-5H-cyclopenta[b]pyridine (0.300 g, 1.60 mmol) in toluene/ethanol/water (6 mL:3 mL:1 mL) was reacted with (3-chloro-4-fluorophenyl)boronic acid (0.362 g, 2.07 mmol) to afford the title compound (0.289 g, 96%) as a white solid. MW=282.14. 1H NMR (CD3OD, 300 MHz) δ 8.15-8.07 (m, 1H), 7.94-7.86 (m, 1H), 7.66 (s, 1H), 7.33 (t, J=8.8 Hz, 1H), 3.12 (t, J=7.6 Hz, 2H), 3.04 (t, J=7.6 Hz, 2H), 2.21 (quin, J=7.6 Hz, 2H); APCI MS m/z 282 [M+H]+. Starting materials: OC=1C=CC2=C(N=C(C=3C(N2)=CSC3)SC)C1 (7-hydroxy-10-(methylthio)-4H-thieno[3,4-b][1,5]benzodiazepine), C1(=CC=CC=C1)N1CCNCC1 (N-phenylpiperazine), O (water). The solvent is C(C)(=O)O (acetic acid). Yields the product OC=1C=CC2=C(N=C(C=3C(N2)=CSC3)N3CCN(CC3)C3=CC=CC=C3)C1 (7-Hydroxy-10-(4-phenyl-1-piperazinyl)-4H-thieno[3,4-b][1,5]benzodiazepine). RXN SMILES: [OH:1][C:2]1[CH:3]=[CH:4][C:5]2[NH:11][C:10]3=[CH:12][S:13][CH:14]=[C:9]3[C:8](SC)=[N:7][C:6]=2[CH:17]=1.O.[C:19]1([N:25]2[CH2:30][CH2:29][NH:28][CH2:27][CH2:26]2)[CH:24]=[CH:23][CH:22]=[CH:21][CH:20]=1>C(O)(=O)C>[OH:1][C:2]1[CH:3]=[CH:4][C:5]2[NH:11][C:10]3=[CH:12][S:13][CH:14]=[C:9]3[C:8]([N:28]3[CH2:29][CH2:30][N:25]([C:19]4[CH:24]=[CH:23][CH:22]=[CH:21][CH:20]=4)[CH2:26][CH2:27]3)=[N:7][C:6]=2[CH:17]=1. Procedure details: A solution of 7-hydroxy-10-(methylthio)-4H-thieno[3,4-b][1,5]benzodiazepine in excess N-phenylpiperazine and glacial acetic acid is heated at 140°-160° C. for 2 days. The solution is poured into water and the product is collected. The reactants are CC1=CC=C(C=C1)C1=CC=C(S1)CCCCC(=O)O (5-[5—(4-methylphenyl)thiophen-2-yl]valeric acid), oxalyl chloride,, CN(C)C=O (DMF). Run in O1CCCC1 (tetrahydrofuran). Run at time 3 hour. The product is CC1=CC=C(C=C1)C1=CC2=C(S1)CCCCC2=O (2—(4-methylphenyl)-4-oxo-5,6,7,8-tetrahydro-4H-cyclo-hepta[b]thiophene). The yield is 85.2%. As a reaction SMILES: [CH3:1][C:2]1[CH:7]=[CH:6][C:5]([C:8]2[S:12][C:11]([CH2:13][CH2:14][CH2:15][CH2:16][C:17]([OH:19])=O)=[CH:10][CH:9]=2)=[CH:4][CH:3]=1.CN(C=O)C>O1CCCC1>[CH3:1][C:2]1[CH:3]=[CH:4][C:5]([C:8]2[S:12][C:11]3[CH2:13][CH2:14][CH2:15][CH2:16][C:17](=[O:19])[C:10]=3[CH:9]=2)=[CH:6][CH:7]=1. Reported procedure: Under nitrogen atmosphere, to a solution of 5-[5—(4-methylphenyl)thiophen-2-yl]valeric acid (2.60 g) in tetrahydrofuran (30 ml) was added oxalyl chloride,(1.24 ml) at room temperature and then a drop of DMF, and the mixture was stirred 1 hour. Under reduced pressure, the solvent was evaporated, and the residue was dissolved in dichloromethane(30 ml). To the mixture was added tin tetra-chloride (1.5 ml) at 0° C., and the mixture was stirred at room temperature for 3 hours. The reaction mixture wa... Reactants: ClC1=C(C(=O)Cl)C=CC=C1C (o-chloro-methylbenzoyl chloride), C1(=O)OCC2=CC=CC=C12 (phthalide), C(=O)(Cl)Cl (phosgene), C1(=O)OCC2=CC=CC=C12 (phthalide), C(=O)(Cl)Cl (phosgene). Reagents/catalysts: C=1C=CC(=CC1)P(=O)(C=2C=CC=CC2)C=3C=CC=CC3 (TPPO), B(F)(F)F (BF3). The product is ClCC1=C(C(=O)Cl)C=CC=C1 (o-chloromethylbenzoyl chloride). Yield: 96.0%. RXN SMILES: C1(C2C(=CC=CC=2)CO1)=O.[C:11]([Cl:14])(Cl)=[O:12].Cl[C:16]1[C:24](C)=[CH:23][CH:22]=[CH:21][C:17]=1[C:18]([Cl:20])=O>C1C=CC(P(C2C=CC=CC=2)(C2C=CC=CC=2)=O)=CC=1.B(F)(F)F>[Cl:20][CH2:18][C:17]1[CH:21]=[CH:22][CH:23]=[CH:24][C:16]=1[C:11]([Cl:14])=[O:12]. Procedure: 2 mol of phthalide (268 g) were initially charged with 27.8 g of TPPO (0.1 mol) and 7.9 g (0.04 mol) of BF3 etherate. At 140-150° C., a total of 233 g of gaseous phosgene (2.33 mol) were introduced over a period of 8 h. After an extra stirring time of 1 h at 140° C., the excess phosgene was stripped using nitrogen. The discharge (415 g) contained 88.4 GC area % of o-chloro-methylbenzoyl chloride and 0.1% of phthalide. Fractional distillation of the crude discharge gave 363 g (96% of theory) of o... Reactants: C([O-])([O-])=O.[Cs+].[Cs+] (cesium carbonate), BrC1=NNC2=CC=C(C=C12)Cl (3-bromo-5-chloro-1H-indazole), IC (iodomethane). The solvent is O (water), CN(C)C=O (DMF). Run at temperature 0 celsius, time 1 hour. Product: BrC1=NN(C2=CC=C(C=C12)Cl)C (3-bromo-5-chloro-1-methyl-1H-indazole). Reaction SMILES: [Br:1][C:2]1[C:10]2[C:5](=[CH:6][CH:7]=[C:8]([Cl:11])[CH:9]=2)[NH:4][N:3]=1.[C:12](=O)([O-])[O-].[Cs+].[Cs+].IC>CN(C=O)C.O>[Br:1][C:2]1[C:10]2[C:5](=[CH:6][CH:7]=[C:8]([Cl:11])[CH:9]=2)[N:4]([CH3:12])[N:3]=1 |f:1.2.3|. Procedure: 3-bromo-5-chloro-1H-indazole (7.5 g, 32.4 mmol) was dissolved in anhydrous DMF (60 mL) then cooled to 0° C. With vigorous stirring, cesium carbonate (13.36 g, 41 mmol) was added in one portion followed by dropwise addition of iodomethane (2.55 mL, 41 mmol). The reaction was then stirred at 0° C. for 1 hour. The reaction was diluted with distilled water (80 mL), and extracted with EtOAc (3×60 mL). The organic extracts were washed with brine (2×), dried over Na2SO4, and purified by column chromato...